From a dataset of the Open Reaction Database (ORD), a public repository of structured organic reaction records. describe an organic reaction: reactants, conditions, products, and yield The reactants are BrC1=CC2=C(C=3N(CCO2)C=C(N3)C3=NC=NN3C(C)C)C=C1 (9-bromo-2-(1-isopropyl-1H-1,2,4-triazol-5-yl)-5,6-dihydrobenzo[f]imidazo[1,2-d][1,4]oxazepine), OCC1=C(C=CC=C1)B(O)O (2-(hydroxymethyl)phenylboronic acid). Reported procedure: Following the procedures of Example 475, 8-Bromo-2-(2-isopropyl-2H-[1,2,4]triazol-3-yl)-4,5-dihydro-6-oxa-1,3a-diaza-benzo[e]azulene 194 was reacted with 2-(hydroxymethyl)phenylboronic acid to give 478. MS (ESI+) 402.1. 1H NMR (400 MHz, DMSO) δ 8.46 (d, J=8.3 Hz, 1H), 7.96 (s, 1H), 7.92 (s, 1H), 7.58 (d, J=7.7 Hz, 1H), 7.41 (td, J=7.4, 1.1 Hz, 1H), 7.38-7.32 (m, 1H), 7.28 (d, J=7.4 Hz, 1H), 7.20 (dd, J=8.3, 1.6 Hz, 1H), 7.09 (d, J=1.5 Hz, 1H), 6.02-5.83 (m, 1H), 5.16 (t, J=5.3 Hz, 1H), 4.56 (q, ... Yields the product C(C)(C)N1N=CN=C1C=1N=C2N(CCOC3=C2C=CC(=C3)C3=C(C=CC=C3)CO)C1 ((2-(2-(1-isopropyl-1H-1,2,4-triazol-5-yl)-5,6-dihydrobenzo[f]imidazo[1,2-d][1,4]oxazepin-9-yl)phenyl)methanol). As a reaction SMILES: Br[C:2]1[CH:23]=[CH:22][C:5]2[C:6]3[N:7]([CH:11]=[C:12]([C:14]4[N:18]([CH:19]([CH3:21])[CH3:20])[N:17]=[CH:16][N:15]=4)[N:13]=3)[CH2:8][CH2:9][O:10][C:4]=2[CH:3]=1.[OH:24][CH2:25][C:26]1[CH:31]=[CH:30][CH:29]=[CH:28][C:27]=1B(O)O>>[CH:19]([N:18]1[C:14]([C:12]2[N:13]=[C:6]3[C:5]4[CH:22]=[CH:23][C:2]([C:27]5[CH:28]=[CH:29][CH:30]=[CH:31][C:26]=5[CH2:25][OH:24])=[CH:3][C:4]=4[O:10][CH2:9][CH2:8][N:7]3[CH:11]=2)=[N:15][CH:16]=[N:17]1)([CH3:21])[CH3:20]. Reactants: C=CCN1C(=N)C(=O)N(C)C1=O, ClC(Cl)Cl, O=CC(Cl)(Cl)Cl, O=S(Cl)Cl. The product is C=CCN1C(=O)N(C)C(=O)C1=NC(Cl)C(Cl)(Cl)Cl. RXN SMILES: [CH2:1]([CH:2]=[CH2:3])[N:4]1[C:5](=[O:12])[N:6]([CH3:11])[C:7](=[O:10])[C:8]1=[NH:9].[CH:23]([Cl:24])([Cl:25])[Cl:26].[O:13]=[CH:14][C:15]([Cl:16])([Cl:17])[Cl:18].[S:19]([Cl:20])([Cl:21])=[O:22]>>[CH2:1]([CH:2]=[CH2:3])[N:4]1[C:5](=[O:12])[N:6]([CH3:11])[C:7](=[O:10])[C:8]1=[N:9][CH:14]([C:15]([Cl:16])([Cl:17])[Cl:18])[Cl:21]. Reactants: CC(C)C[AlH]CC(C)C, Cl, COC(=O)c1ccc2c(c1)NC(=O)CO2, C1CCOC1. Yields the product O=C1COc2ccc(CO)cc2N1. RXN SMILES: [CH3:16][CH:17]([CH2:18][AlH:19][CH2:20][CH:21]([CH3:22])[CH3:23])[CH3:24].[ClH:25].[O:1]=[C:2]1[CH2:3][O:4][c:5]2[c:6]([cH:8][c:9]([C:12](=[O:13])[O:14][CH3:15])[cH:10][cH:11]2)[NH:7]1.[O:26]1[CH2:27][CH2:28][CH2:29][CH2:30]1>>[O:1]=[C:2]1[CH2:3][O:4][c:5]2[c:6]([cH:8][c:9]([CH2:12][OH:13])[cH:10][cH:11]2)[NH:7]1. The reactants are COC(COC1=C(C=C(C=C1OC)C(C#CC1=C(C=C(C(=C1)C=1SC=CC1)OC)OC)=O)OC)=O ({4-[3-(2,4-dimethoxy-5-thiophen-2-yl-phenyl)-propynoyl]-2,6-dimethoxy-phenoxy}-acetic acid methyl ester), [OH-].[Na+] (Sodium hydroxide). The solvent is Cl (HCl), C(C)(=O)OC(C)C (isopropyl acetate), C1CCOC1 (THF), CO (methanol). Conditions: time 30 minute. The product is COC1=C(C=C(C(=C1)OC)C=1SC=CC1)C#CC(=O)C1=CC(=C(OCC(=O)O)C(=C1)OC)OC ({4-[3-(2,4-dimethoxy-5-thiophen-2-yl-phenyl)-propynoyl]-2,6-dimethoxy-phenoxy}-acetic acid). The yield is 71.8%. Reaction SMILES: C[O:2][C:3](=[O:35])[CH2:4][O:5][C:6]1[C:11]([O:12][CH3:13])=[CH:10][C:9]([C:14](=[O:32])[C:15]#[C:16][C:17]2[CH:22]=[C:21]([C:23]3[S:24][CH:25]=[CH:26][CH:27]=3)[C:20]([O:28][CH3:29])=[CH:19][C:18]=2[O:30][CH3:31])=[CH:8][C:7]=1[O:33][CH3:34].[OH-].[Na+]>C1COCC1.CO.Cl.C(OC(C)C)(=O)C>[CH3:31][O:30][C:18]1[CH:19]=[C:20]([O:28][CH3:29])[C:21]([C:23]2[S:24][CH:25]=[CH:26][CH:27]=2)=[CH:22][C:17]=1[C:16]#[C:15][C:14]([C:9]1[CH:10]=[C:11]([O:12][CH3:13])[C:6]([O:5][CH2:4][C:3]([OH:35])=[O:2])=[C:7]([O:33][CH3:34])[CH:8]=1)=[O:32] |f:1.2|. Reported procedure: Ex-4: {4-[3-(2,4-dimethoxy-5-thiophen-2-yl-phenyl)-propynoyl]-2,6-dimethoxy-phenoxy}-acetic acid methyl ester (500 mg, 1.01 mmol) from Ex-3 was dissolved in THF (5 mL) and methanol (5 mL). Sodium hydroxide solution (1 N, 5 mL) was added and the resulting solution was stirred at room termperature under nitrogen for 30 min. The reaction-was then diluted with 1 N HCl and isopropyl acetate and the layers cut. The organic phase was concentrated to dryness under reduced pressure, diluted with a small ... The reactants are CC(=O)C (acetone), OC1=C(C=NC2=CC=C(C=C12)[N+](=O)[O-])C(=O)OCC (Ethyl 4-hydroxy-6-nitro-quinoline-3-carboxylate), CN(C=O)C (dimethylformamide), C(C(=O)Cl)(=O)Cl (oxalyl chloride). The solvent is C(Cl)(Cl)Cl (chloroform). Product: ClC1=C(C=NC2=CC=C(C=C12)[N+](=O)[O-])C(=O)OCC (Ethyl 4-chloro-6-nitro-quinoline-3-carboxylate). As a reaction SMILES: O[C:2]1[C:11]2[C:6](=[CH:7][CH:8]=[C:9]([N+:12]([O-:14])=[O:13])[CH:10]=2)[N:5]=[CH:4][C:3]=1[C:15]([O:17][CH2:18][CH3:19])=[O:16].C(Cl)(=O)C([Cl:23])=O.CN(C)C=O.CC(C)=O>C(Cl)(Cl)Cl>[Cl:23][C:2]1[C:11]2[C:6](=[CH:7][CH:8]=[C:9]([N+:12]([O-:14])=[O:13])[CH:10]=2)[N:5]=[CH:4][C:3]=1[C:15]([O:17][CH2:18][CH3:19])=[O:16]. Reported procedure: To a suspension of 3a in chloroform were added 4 equivalents of oxalyl chloride followed by 0.1 equiv. of dimethylformamide. The solution was refluxed for 3 hours and was quenched with 5 M sodium hydroxide solution at 4° C. The chloroform layer was collected, washed with 100 mL water and brine solution, dried over anhydrous sodium sulfate, filtered and concentrated in vacuo. Product was obtained by recrystallization using acetone. 1H-NMR (CDCl3) δ (ppm): 1.48 (3H, t, J=7.08 Hz), 4.55 (2H, q, J=7... The reactants are ClC1=CC=C(C=O)C=C1 (4-chlorobenzaldehyde), Cl (hydrochloric acid), C(CC(=O)[O-])(=O)OCC (monoethyl malonate), C(C)(=O)[O-].[NH4+] (ammonium acetate). Solvent: C(C)O (ethanol). Yields the product NC(CC(=O)OCC)C1=CC=C(C=C1)Cl (Ethyl 3-amino-3-(4-chlorophenyl)propanoate). Reaction SMILES: [Cl:1][C:2]1[CH:9]=[CH:8][C:5]([CH:6]=O)=[CH:4][CH:3]=1.[C:10]([O:16][CH2:17][CH3:18])(=[O:15])[CH2:11]C([O-])=O.C([O-])(=O)C.[NH4+:23].Cl>C(O)C>[NH2:23][CH:6]([C:5]1[CH:8]=[CH:9][C:2]([Cl:1])=[CH:3][CH:4]=1)[CH2:11][C:10]([O:16][CH2:17][CH3:18])=[O:15] |f:2.3|. Procedure: 10 g (71.1 mmol) of 4-chlorobenzaldehyde, 9.40 g (71.1 mmol) of monoethyl malonate and 10.9 g (142.3 mmol) of ammonium acetate were taken up in 60 ml of ethanol, and the mixture was stirred at reflux temperature overnight. After cooling, 50 ml 1N hydrochloric acid were added to the residue and the mixture was washed with ethyl acetate. The aqueous phase was made basic with potassium carbonate and then extracted with dichloromethane (2×). The organic phase was dried with magnesium sulfate and the... Yields the product F\C=C\1/C=C2CC[C@H]3[C@@H]4CCC([C@@]4(C)CC[C@@H]3[C@]2(CC1)C)=O ((Z)-3-fluoromethylene-4-androsten-17-one). RXN SMILES: [F:1]/[CH:2]=[C:3]1\[CH:4]=[C:5]2[C@:18]([CH3:21])([CH2:19][CH2:20]\1)[C@@H:17]1[C@H:8]([C@H:9]3[C@@:13]([CH2:15][CH2:16]1)([CH3:14])[C@@H:12]([OH:22])[CH2:11][CH2:10]3)[CH2:7][CH2:6]2.CC(C)=O.OS(O)(=O)=O.O=[Cr](=O)=O.O>CC(C)=O>[F:1]/[CH:2]=[C:3]1\[CH:4]=[C:5]2[C@:18]([CH3:21])([CH2:19][CH2:20]\1)[C@@H:17]1[C@H:8]([C@H:9]3[C@@:13]([CH2:15][CH2:16]1)([CH3:14])[C:12](=[O:22])[CH2:11][CH2:10]3)[CH2:7][CH2:6]2 |f:1.2.3|. Isolated yield 70.6%. Reactants: CC(=O)C.OS(=O)(=O)O.O=[Cr](=O)=O (Jones reagent), F\C=C\1/C=C2CC[C@H]3[C@@H]4CC[C@@H]([C@@]4(C)CC[C@@H]3[C@]2(CC1)C)O ((Z)-3-fluoromethylene-4-androsten-17-beta-ol), O (water). Run in CC(=O)C (acetone). Reported procedure: 1200 mg of (Z)-3-fluoromethylene-4-androsten-17-beta-ol is dissolved in 30 ml of acetone and mixed at 0° C. with 1.5 ml of Jones reagent. Then it is added to water, extracted three times with dichloromethane, washed neutral, dried on sodium sulfate and concentrated. After chromatography on silica gel with hexane/ethyl acetate, 842 mg of (Z)-3-fluoromethylene-4-androsten-17-one is obtained with a melting point of 101°-102° C.